From a dataset of the Open Reaction Database (ORD), a public repository of structured organic reaction records. describe an organic reaction: reactants, conditions, products, and yield Starting materials: COC(=O)C(C)Oc1ccc(N)c(F)c1, O=C(O)C(C1CCCCC1)n1c(-c2ccc(Cl)cc2)nc2cc(F)c(F)cc21. The product is COC(=O)C(C)Oc1ccc(NC(=O)C(C2CCCCC2)n2c(-c3ccc(Cl)cc3)nc3cc(F)c(F)cc32)c(F)c1. As a reaction SMILES: [CH3:29][O:30][C:31]([CH:32]([CH3:33])[O:34][c:35]1[cH:36][c:37]([F:42])[c:38]([NH2:41])[cH:39][cH:40]1)=[O:43].[Cl:1][c:2]1[cH:3][cH:4][c:5](-[c:8]2[n:9][c:10]3[c:11]([n:12]2[CH:13]([C:14](=[O:15])[OH:16])[CH:17]2[CH2:18][CH2:19][CH2:20][CH2:21][CH2:22]2)[cH:23][c:24]([F:28])[c:25]([F:27])[cH:26]3)[cH:6][cH:7]1>>[Cl:1][c:2]1[cH:3][cH:4][c:5](-[c:8]2[n:9][c:10]3[c:11]([n:12]2[CH:13]([C:14](=[O:16])[NH:41][c:38]2[c:37]([F:42])[cH:36][c:35]([O:34][CH:32]([C:31]([O:30][CH3:29])=[O:43])[CH3:33])[cH:40][cH:39]2)[CH:17]2[CH2:18][CH2:19][CH2:20][CH2:21][CH2:22]2)[cH:23][c:24]([F:28])[c:25]([F:27])[cH:26]3)[cH:6][cH:7]1. Starting materials: CCOCC, O, O=S(=O)(O)O, CC(O)c1noc2ccccc12. Product: CC(=O)c1noc2ccccc12. Reaction SMILES: [CH3:19][CH2:20][O:21][CH2:22][CH3:23].[OH2:18].[S:1](=[O:2])(=[O:3])([OH:4])[OH:5].[o:6]1[n:7][c:8]([CH:15]([CH3:16])[OH:17])[c:9]2[c:10]1[cH:11][cH:12][cH:13][cH:14]2>>[o:6]1[n:7][c:8]([C:15]([CH3:16])=[O:17])[c:9]2[c:10]1[cH:11][cH:12][cH:13][cH:14]2. The reactants are C(C)OC(CNCC1=CC=CC=C1)=O (N-Benzylglycine Ethyl Ester), C(=O)(OC(C)(C)C)N[C@@H](C(C)C)C(=O)O (N-Boc-valine), CCN(C(C)C)C(C)C (DIEA), CC(C(=O)Cl)(C)C (trimethylacetyl chloride). Run in C(Cl)Cl (CH2Cl2). Conditions: time 30 minute. Product: C(C)OC(CN(CC1=CC=CC=C1)C([C@H](C(C)C)NC(=O)OC(C)(C)C)=O)=O (((2(S)-tert-Butoxycarbonylamino-3-methylbutyryl)benzylamino)acetic Acid Ethyl Ester). Isolated yield 87.9%. Reaction SMILES: [C:1]([NH:8][C@H:9]([C:13]([OH:15])=O)[CH:10]([CH3:12])[CH3:11])([O:3][C:4]([CH3:7])([CH3:6])[CH3:5])=[O:2].CCN(C(C)C)C(C)C.CC(C)(C)C(Cl)=O.[CH2:32]([O:34][C:35](=[O:45])[CH2:36][NH:37][CH2:38][C:39]1[CH:44]=[CH:43][CH:42]=[CH:41][CH:40]=1)[CH3:33]>C(Cl)Cl>[CH2:32]([O:34][C:35](=[O:45])[CH2:36][N:37]([C:13](=[O:15])[C@@H:9]([NH:8][C:1]([O:3][C:4]([CH3:5])([CH3:6])[CH3:7])=[O:2])[CH:10]([CH3:11])[CH3:12])[CH2:38][C:39]1[CH:44]=[CH:43][CH:42]=[CH:41][CH:40]=1)[CH3:33]. Reported procedure: To a solution of N-Boc-valine (2.18 g, 10 mmol) and DIEA (4.4 mL, 25.3 mmol) in CH2Cl2 (20 mL) at -20° C. was added trimethylacetyl chloride (1.2 mL, 9.7 mmol). After stirring for 30 min, compound 701 (2.18 g, 10 mmol) was added and the reaction allowed to warm to rt and stir for 5 hr. The reaction was concentrated in vacuo and the residue taken up into EtOAc and H2O. The layers were separated and the organic phase washed with sat. aq. NaHCO3, sat. aq. KHSO4, brine, dried over MgSO4, filtered an... The reactants are CCO, O=C1c2ccccc2C(=O)N1CCc1cccc(N2C(=O)N(c3c(Cl)cccc3Cl)Cc3cnc(Nc4ccccc4)nc32)c1, NN, O. RXN SMILES: [CH3:49][CH2:50][OH:51].[Cl:1][c:2]1[c:3]([N:9]2[C:10](=[O:45])[N:11]([c:26]3[cH:27][c:28]([CH2:32][CH2:33][N:34]4[C:35](=[O:36])[c:37]5[cH:38][cH:39][cH:40][cH:41][c:42]5[C:43]4=[O:44])[cH:29][cH:30][cH:31]3)[c:12]3[n:13][c:14]([NH:19][c:20]4[cH:21][cH:22][cH:23][cH:24][cH:25]4)[n:15][cH:16][c:17]3[CH2:18]2)[c:4]([Cl:8])[cH:5][cH:6][cH:7]1.[NH2:47][NH2:48].[OH2:46]>>[Cl:1][c:2]1[c:3]([N:9]2[C:10](=[O:45])[N:11]([c:26]3[cH:27][c:28]([CH2:32][CH2:33][NH2:34])[cH:29][cH:30][cH:31]3)[c:12]3[n:13][c:14]([NH:19][c:20]4[cH:21][cH:22][cH:23][cH:24][cH:25]4)[n:15][cH:16][c:17]3[CH2:18]2)[c:4]([Cl:8])[cH:5][cH:6][cH:7]1. The product is NCCc1cccc(N2C(=O)N(c3c(Cl)cccc3Cl)Cc3cnc(Nc4ccccc4)nc32)c1.